Task: describe an organic reaction: reactants, conditions, products, and yield. Dataset: the Open Reaction Database (ORD), a public repository of structured organic reaction records Solvent: C(C)O (ethanol). Procedure: A mixture of ethyl 3-(4-fluorophenyl)pentenoate (45.65 g,0.137 mol) and 10% palladium on carbon (0.86 g, Aldrich) in 95 % ethanol was shaken under 4 atm hydrogen pressure in a Parr hydrogenator for 1.5 hr. The mixture was filtered and concentrated by spin evaporation in vacuo. Fractional distillation gave 38.95 g (63%) of ethyl 3-(4-fluorophenyl)valerate as a clear oil contaminated with 29% triethyl phosphonoacetate. b.p., 133°-142° C. at 17 mm Hg; Yields the product FC1=CC=C(C=C1)C(CC(=O)OCC)CC (ethyl 3-(4-fluorophenyl)valerate). Reagents/catalysts: [Pd] (palladium on carbon). As a reaction SMILES: [F:1][C:2]1[CH:7]=[CH:6][C:5]([C:8]([CH2:15][CH3:16])=[CH:9][C:10]([O:12][CH2:13][CH3:14])=[O:11])=[CH:4][CH:3]=1.[H][H]>[Pd].C(O)C>[F:1][C:2]1[CH:3]=[CH:4][C:5]([CH:8]([CH2:15][CH3:16])[CH2:9][C:10]([O:12][CH2:13][CH3:14])=[O:11])=[CH:6][CH:7]=1. The reactants are FC1=CC=C(C=C1)C(=CC(=O)OCC)CC (ethyl 3-(4-fluorophenyl)pentenoate), [H][H] (hydrogen). Yield: 126.8%. Starting materials: CC(C)(C)OC(=O)NC(Cc1ccc(OCc2ccccc2)cc1)C1CO1, CCC(CC)ONS(=O)(=O)c1ccc2c(c1)OCO2, C1CCOC1. The product is CCC(CC)ON(CC(O)C(Cc1ccc(OCc2ccccc2)cc1)NC(=O)OC(C)(C)C)S(=O)(=O)c1ccc2c(c1)OCO2. Reaction SMILES: [CH2:1]([c:2]1[cH:3][cH:4][cH:5][cH:6][cH:7]1)[O:8][c:9]1[cH:10][cH:11][c:12]([CH2:15][CH:16]([CH:17]2[O:18][CH2:19]2)[NH:20][C:21]([O:22][C:23]([CH3:24])([CH3:25])[CH3:26])=[O:27])[cH:13][cH:14]1.[CH2:28]([CH3:29])[CH:30]([CH2:31][CH3:32])[O:33][NH:34][S:35](=[O:36])(=[O:37])[c:38]1[cH:39][c:40]2[c:41]([cH:45][cH:46]1)[O:42][CH2:43][O:44]2.[O:47]1[CH2:48][CH2:49][CH2:50][CH2:51]1>>[CH2:1]([c:2]1[cH:3][cH:4][cH:5][cH:6][cH:7]1)[O:8][c:9]1[cH:10][cH:11][c:12]([CH2:15][CH:16]([CH:17]([OH:18])[CH2:19][N:34]([O:33][CH:30]([CH2:28][CH3:29])[CH2:31][CH3:32])[S:35](=[O:36])(=[O:37])[c:38]2[cH:39][c:40]3[c:41]([cH:45][cH:46]2)[O:42][CH2:43][O:44]3)[NH:20][C:21]([O:22][C:23]([CH3:24])([CH3:25])[CH3:26])=[O:27])[cH:13][cH:14]1. The reactants are CCOC(=O)Cc1ccc2[nH]cc(CCNC(=O)OC(C)(C)C)c2c1, CCOC(=O)Cc1ccc(NN)cc1, CC(C)C[AlH]CC(C)C, Cl. The product is CC(C)(C)OC(=O)NCCc1c[nH]c2ccc(CCO)cc12. As a reaction SMILES: [C:10]([CH3:11])([CH3:12])([CH3:13])[O:14][C:15](=[O:16])[NH:17][CH2:18][CH2:19][c:20]1[cH:21][nH:22][c:23]2[cH:24][cH:25][c:26]([CH2:29][C:30](=[O:31])[O:32][CH2:33][CH3:34])[cH:27][c:28]12.[C:36]([CH2:37][c:38]1[cH:39][cH:40][c:41]([NH:42][NH2:43])[cH:44][cH:45]1)([O:46][CH2:47][CH3:48])=[O:49].[CH3:1][CH:2]([CH2:3][AlH:4][CH2:5][CH:6]([CH3:7])[CH3:8])[CH3:9].[ClH:35]>>[C:10]([CH3:11])([CH3:12])([CH3:13])[O:14][C:15](=[O:16])[NH:17][CH2:18][CH2:19][c:20]1[cH:21][nH:22][c:23]2[cH:24][cH:25][c:26]([CH2:29][CH2:30][OH:31])[cH:27][c:28]12. The product is C(C)N1N=CC=2C1=NC(=C(C2NC2CCOCC2)CNC(=O)C2=CC=CC(=N2)C(=O)O)CC (6-[({[1,6-diethyl-4-(tetrahydro-2H-pyran-4-ylamino)-1H-pyrazolo[3,4-b]pyridin-5-yl]methyl}amino)carbonyl]-2-pyridinecarboxylic acid). Isolated yield 94.8%. Solvent: O1CCCC1 (tetrahydrofuran). Conditions: time 8 hour. Procedure: Methyl 6-[({[1,6-diethyl-4-(tetrahydro-2H-pyran-4-ylamino)-1H-pyrazolo[3,4-b]pyridin-5-yl]methyl}amino)carbonyl]-2-pyridinecarboxylate (580 mg, 1.243 mmol) was dissolved in tetrahydrofuran (15 mL) and water (5.00 ml) was added. Lithium hydroxide (78 mg, 1.865 mmol) was added and the mixture stirred under argon at room temperature overnight. The THF was evaporated off and the aqueous residue was adjusted to ˜pH of 6 with 1N HCL. A white solid slowly formed. The white solid was filtered and washed... As a reaction SMILES: [CH2:1]([N:3]1[C:7]2=[N:8][C:9]([CH2:33][CH3:34])=[C:10]([CH2:19][NH:20][C:21]([C:23]3[N:28]=[C:27]([C:29]([O:31]C)=[O:30])[CH:26]=[CH:25][CH:24]=3)=[O:22])[C:11]([NH:12][CH:13]3[CH2:18][CH2:17][O:16][CH2:15][CH2:14]3)=[C:6]2[CH:5]=[N:4]1)[CH3:2].O.[OH-].[Li+]>O1CCCC1>[CH2:1]([N:3]1[C:7]2=[N:8][C:9]([CH2:33][CH3:34])=[C:10]([CH2:19][NH:20][C:21]([C:23]3[N:28]=[C:27]([C:29]([OH:31])=[O:30])[CH:26]=[CH:25][CH:24]=3)=[O:22])[C:11]([NH:12][CH:13]3[CH2:14][CH2:15][O:16][CH2:17][CH2:18]3)=[C:6]2[CH:5]=[N:4]1)[CH3:2] |f:2.3|. Starting materials: O (water), C(C)N1N=CC=2C1=NC(=C(C2NC2CCOCC2)CNC(=O)C2=CC=CC(=N2)C(=O)OC)CC (Methyl 6-[({[1,6-diethyl-4-(tetrahydro-2H-pyran-4-ylamino)-1H-pyrazolo[3,4-b]pyridin-5-yl]methyl}amino)carbonyl]-2-pyridinecarboxylate), [OH-].[Li+] (Lithium hydroxide). The reactants are N1[C@@H](CCC1)C(C(=O)O)O ((2RS)-2-[(2S)-pyrrolidin-2-yl]-2-hydroxyacetic acid), S(=O)(Cl)Cl (Thionyl chloride), solution A, ClC(=O)OCC(C)C (isobutyl chloroformate), CN(C(=O)CCC(=O)O)CC1=CC=CC=C1 (3-(N-methyl-N-benzylcarbamoyl) propionic acid). The solvent is C(C)N(CC)CC (Triethylamine), C(C)O (ethanol), C1CCOC1 (THF), C(C)N(CC)CC (Triethylamine). Run at temperature -15 celsius, time 15 minute. The product is C(C)OC(C(O)[C@H]1N(CCC1)C(CCC(N(C)CC1=CC=CC=C1)=O)=O)=O ((2RS)-2-[(2S)-1-[3-(N-benzyl-N-methylcarbamoyl) propanoyl]pyrrolidin-2-yl]-2-hydroxyacetic acid ethyl ester). RXN SMILES: ClC(O[CH2:5][CH:6](C)C)=O.[CH3:9][N:10]([CH2:18][C:19]1[CH:24]=[CH:23][CH:22]=[CH:21][CH:20]=1)[C:11]([CH2:13][CH2:14][C:15]([OH:17])=O)=[O:12].[NH:25]1[CH2:29][CH2:28][CH2:27][C@H:26]1[CH:30]([OH:34])[C:31]([OH:33])=[O:32].S(Cl)(Cl)=O>C1COCC1.C(O)C.C(N(CC)CC)C>[CH2:5]([O:32][C:31](=[O:33])[CH:30]([C@@H:26]1[CH2:27][CH2:28][CH2:29][N:25]1[C:15](=[O:17])[CH2:14][CH2:13][C:11](=[O:12])[N:10]([CH2:18][C:19]1[CH:24]=[CH:23][CH:22]=[CH:21][CH:20]=1)[CH3:9])[OH:34])[CH3:6]. Reported procedure: Triethylamine (3.5 ml) and isobutyl chloroformate (980 μl) were added to a solution of 3-(N-methyl-N-benzylcarbamoyl) propionic acid (1.33 g) in THF (16 ml). The mixture was stirred for 15 mins at -15° C. The solution was named solution A. (2RS)-2-[(2S)-pyrrolidin-2-yl]-2-hydroxyacetic acid (1.0 g) was dissolved in ethanol (25 ml). The solution was cooled to -20° C. Thionyl chloride (1.0 ml) was added dropwise to the cooled solution. The mixture was stirred for 2 hrs. at room temperature. Trieth... Reactants: O (water), solution, B(Br)(Br)Br (boron tribromide), ClC=1C=C(C=CC1OCC)/C(=C\[C@@H]1NC(CC1)=O)/C1=CC=C(C(N1)=O)C1CC1 (6-{(E)-1-(3-Chloro-4-ethoxyphenyl)-2-[(2R)-5-oxopyrrolidin-2-yl]ethenyl}-3-cyclopropylpyridin-2(1H)-one). Solvent: CCCCCC (hexane), C(Cl)(Cl)Cl (chloroform). Run at time 2 hour. Product: ClC=1C=C(C=CC1O)/C(=C\[C@@H]1NC(CC1)=O)/C1=CC=C(C(N1)=O)C1CC1 (6-{(E)-1-(3-Chloro-4-hydroxyphenyl)-2-[(2R)-5-oxopyrrolidin-2-yl]ethenyl}-3-cyclopropylpyridin-2(1H)-one). Reaction SMILES: B(Br)(Br)Br.[Cl:5][C:6]1[CH:7]=[C:8](/[C:15](/[C:23]2[NH:28][C:27](=[O:29])[C:26]([CH:30]3[CH2:32][CH2:31]3)=[CH:25][CH:24]=2)=[CH:16]\[C@H:17]2[CH2:21][CH2:20][C:19](=[O:22])[NH:18]2)[CH:9]=[CH:10][C:11]=1[O:12]CC.O>CCCCCC.C(Cl)(Cl)Cl>[Cl:5][C:6]1[CH:7]=[C:8](/[C:15](/[C:23]2[NH:28][C:27](=[O:29])[C:26]([CH:30]3[CH2:32][CH2:31]3)=[CH:25][CH:24]=2)=[CH:16]\[C@H:17]2[CH2:21][CH2:20][C:19](=[O:22])[NH:18]2)[CH:9]=[CH:10][C:11]=1[OH:12]. Procedure details: A 1 M solution of boron tribromide in hexane (0.8 mL) was added to a solution of 6-{(E)-1-(3-chloro-4-ethoxyphenyl)-2-[(2R)-5-oxopyrrolidin-2-yl]ethenyl}-3-cyclopropylpyridin-2(1H)-one obtained in Example 4-10 (110 mg) in chloroform (2 mL), and the mixture was stirred at room temperature for two hours. The reaction solution was poured into water, followed by extraction with ethyl acetate. The organic layer was washed with brine, dried over anhydrous magnesium sulfate and filtered. The solvent wa... Starting materials: [H-].[Na+] (sodium hydride), C(C=C)Br (allyl bromide), [Si](C)(C)(C(C)(C)C)OCC=1C=CC=C2C(CCN(C12)CC)O (8-t-butyldimethylsilyloxymethyl-4-hydroxy-1-ethyl-1,2,3,4-tetrahydroquinoline), [H-].[Na+] (sodium hydride), C(C=C)Br (allyl bromide), O (Water). The solvent is CN(C=O)C (dimethyl formamide). Reaction conditions: time 2.5 hour. Yields the product [Si](C)(C)(C(C)(C)C)OCC=1C=CC=C2C(CCN(C12)CC)OCC=C (8-t-butyldimethylsilyloxymethyl-4-allyloxy-1-ethyl-1,2,3,4-tetrahydroquinoline). Isolated yield 74.3%. RXN SMILES: [Si:1]([O:8][CH2:9][C:10]1[CH:11]=[CH:12][CH:13]=[C:14]2[C:19]=1[N:18]([CH2:20][CH3:21])[CH2:17][CH2:16][CH:15]2[OH:22])([C:4]([CH3:7])([CH3:6])[CH3:5])([CH3:3])[CH3:2].[H-].[Na+].[CH2:25](Br)[CH:26]=[CH2:27].O>CN(C)C=O>[Si:1]([O:8][CH2:9][C:10]1[CH:11]=[CH:12][CH:13]=[C:14]2[C:19]=1[N:18]([CH2:20][CH3:21])[CH2:17][CH2:16][CH:15]2[O:22][CH2:27][CH:26]=[CH2:25])([C:4]([CH3:7])([CH3:6])[CH3:5])([CH3:3])[CH3:2] |f:1.2|. Procedure: 8-t-butyldimethylsilyloxymethyl-4-hydroxy-1-ethyl-1,2,3,4-tetrahydroquinoline (2.19 g) was dissolved in dimethyl formamide (15 ml), followed by addition of sodium hydride (60% in oil, 0.33 g), and allyl bromide (0.99 g) was added thereto under ice-cooling. The mixture was stirred for 2.5 hours at the same temperature. Furthermore sodium hydride (60% in oil, 0.16 g) and allyl bromide (0.48 g) were added to the reaction mixture and the mixture was stirred overnight at room temperature. Water was a... The reactants are ClC1=CC=C(C=C1)C1=C(C=CC(=C1)F)C=O (4-chloro-5'-fluoro-2'-formylbiphenyl), CS (methyl mercaptan), O (water), [OH-].[K+] (potassium hydroxide), CS (methyl mercaptan), O (water). Run in C(C)O (ethanol), C(C)O (ethanol). Product: FC=1C=CC(=C(C1)C1=CC=C(C=C1)SC)C=O (5'-Fluoro-2'-Formyl-4-Methylthiobiphenyl). RXN SMILES: [OH-].[K+].[CH3:3][SH:4].O.Cl[C:7]1[CH:12]=[CH:11][C:10]([C:13]2[CH:18]=[C:17]([F:19])[CH:16]=[CH:15][C:14]=2[CH:20]=[O:21])=[CH:9][CH:8]=1>C(O)C>[F:19][C:17]1[CH:16]=[CH:15][C:14]([CH:20]=[O:21])=[C:13]([C:10]2[CH:11]=[CH:12][C:7]([S:4][CH3:3])=[CH:8][CH:9]=2)[CH:18]=1 |f:0.1|. Procedure details: 85% potassium hydroxide solution (66 g) is dissolved in ethanol (700 ml) and cooled to room temperature. To this with stirring is added methyl mercaptan subsurface (50 g), water (2ml) and a solution of 4-chloro-5'-fluoro-2'-formylbiphenyl (234.5 g) in ethanol (300 ml). A slow stream of methyl mercaptan is continuously fed in while the reaction mixture is held at reflux for 3 hours. The reaction is poured into water (1 liter), and the solid is filtered off. The solid is recrystallized from benzen... Reactants: N#Cc1cnn(C2CCC2)c1N, [NH4+], [OH-], O=S(=O)(O)O. Product: NC(=O)c1cnn(C2CCC2)c1N. RXN SMILES: [NH2:1][c:2]1[c:3]([C:11]#[N:12])[cH:4][n:5][n:6]1[CH:7]1[CH2:8][CH2:9][CH2:10]1.[NH4+:18].[OH-:19].[S:13]([OH:14])(=[O:15])(=[O:16])[OH:17]>>[NH2:1][c:2]1[c:3]([C:11]([NH2:12])=[O:14])[cH:4][n:5][n:6]1[CH:7]1[CH2:8][CH2:9][CH2:10]1. The reactants are COCCOC, C[S-], Nc1cc(Cl)c([N+](=O)[O-])cc1Cl, [Na+], O. Yields the product CSc1cc(N)c(Cl)cc1[N+](=O)[O-]. Reaction SMILES: [CH2:16]([CH2:17][O:18][CH3:19])[O:20][CH3:21].[CH3:1][S-:2].[Cl:4][c:5]1[c:6]([N+:13](=[O:14])[O-:15])[cH:7][c:8]([Cl:12])[c:9]([NH2:11])[cH:10]1.[Na+:3].[OH2:22]>>[CH3:1][S:2][c:5]1[c:6]([N+:13](=[O:14])[O-:15])[cH:7][c:8]([Cl:12])[c:9]([NH2:11])[cH:10]1.